Dataset: the Open Reaction Database (ORD), a public repository of structured organic reaction records. Task: describe an organic reaction: reactants, conditions, products, and yield Reactants: IC (iodomethane), O1C(CC2=C1C=CC=C2)=O (benzofuran-2(3H)-one), C([O-])([O-])=O.[K+].[K+] (potassium carbonate). Run in CN(C)C=O (DMF). Conditions: temperature 25 celsius, time 3 day. Product: CC1(C(OC2=C1C=CC=C2)=O)C (3,3-Dimethyl-2(3H)-benzofuranone). RXN SMILES: O1[C:5]2[CH:6]=[CH:7][CH:8]=[CH:9][C:4]=2[CH2:3][C:2]1=O.I[CH3:12].[C:13](=[O:16])([O-])[O-:14].[K+].[K+]>CN(C=O)C>[CH3:2][C:3]1([CH3:12])[C:4]2[CH:9]=[CH:8][CH:7]=[CH:6][C:5]=2[O:14][C:13]1=[O:16] |f:2.3.4|. Procedure details: A solution of benzofuran-2(3H)-one (20 g) dissolved in DMF (250 mL) was treated with iodomethane (33.4 mL) at 0° C. before adding potassium carbonate (134 g) portionwise over a period of 10 minutes under nitrogen. The resulting suspension was stirred at 25° C. for 3 days. The mixture was filtered and the solids washed with ethyl acetate. The filtrate was diluted with 2M hydrochloric acid, extracted with ethyl acetate. The organic was dried (MgSO4), filtered and evaporated to afford crude product... Starting materials: CC(C)OC(=O)/N=N/C(=O)OC(C)C (DIAD), OC1=C(C=CC(=C1)[N+](=O)[O-])C=1SC2=C(N1)C=CC=C2 (2-(2-hydroxy-4-nitrophenyl)benzothiazole), C1(=CC=CC=C1)P(C1=CC=CC=C1)C1=CC=CC=C1 (triphenylphosphine), COCCOCCOCCO (triethylene glycol monomethyl ether). Run in C1CCOC1 (THF). Run at temperature 0 celsius, time 0.5 hour. The product is COCCOCCOCCOC1=C(C=CC(=C1)[N+](=O)[O-])C=1SC2=C(N1)C=CC=C2 (2-[2-{2-(2-(2-Methoxyethoxy)ethoxy)ethoxy}-4-nitrophenyl]-1,3-benzothiazole). Yield: 76.5%. RXN SMILES: [OH:1][C:2]1[CH:7]=[C:6]([N+:8]([O-:10])=[O:9])[CH:5]=[CH:4][C:3]=1[C:11]1[S:12][C:13]2[CH:19]=[CH:18][CH:17]=[CH:16][C:14]=2[N:15]=1.C1(P(C2C=CC=CC=2)C2C=CC=CC=2)C=CC=CC=1.[CH3:39][O:40][CH2:41][CH2:42][O:43][CH2:44][CH2:45][O:46][CH2:47][CH2:48]O.CC(OC(/N=N/C(OC(C)C)=O)=O)C>C1COCC1>[CH3:39][O:40][CH2:41][CH2:42][O:43][CH2:44][CH2:45][O:46][CH2:47][CH2:48][O:1][C:2]1[CH:7]=[C:6]([N+:8]([O-:10])=[O:9])[CH:5]=[CH:4][C:3]=1[C:11]1[S:12][C:13]2[CH:19]=[CH:18][CH:17]=[CH:16][C:14]=2[N:15]=1. Reported procedure: To a stirred mixture of 2-(2-hydroxy-4-nitrophenyl)benzothiazole (0.15 g, 0.55 mmol), triphenylphosphine (0.216 g, 0.825 mmol) and triethylene glycol monomethyl ether (0.108 g, 0.66 mmol) in dry THF (10 ml) at 0° C. was added dropwise DIAD (0.167 g, 0.825 mmol). The reaction mixture was stirred at 0° C. for 0.5 h, then left to rise to room temperature overnight. The solvent was removed under reduced pressure and the residue was purified by flash chromatography (1:1 Hexane/EtOAc) to give the titl...